From a dataset of the Open Reaction Database (ORD), a public repository of structured organic reaction records. describe an organic reaction: reactants, conditions, products, and yield Run in C(C)O (ethanol). Reported procedure: Racemic 5-(1-methyl-4-piperidylidene)-5H-dibenzo[a,d]cycloheptene-3-carboxylic acid (0.03 mole) and an equal molar amount of boron trifluoride etherate in 60 ml of absolute ethanol was refluxed overnight. The solution was evaporated to dryness and the residue was partitioned between ether and a saturated aqueous solution of sodium bicarbonate. The ether was separated and dried over MgSO4. The resulting ethyl ester, crystallized from acetonitrile, had m.p. 102°-103° C. Reactants: CN1CCC(CC1)=C1C2=C(C=CC3=C1C=C(C=C3)C(=O)O)C=CC=C2 (Racemic 5-(1-methyl-4-piperidylidene)-5H-dibenzo[a,d]cycloheptene-3-carboxylic acid), B(F)(F)F.CCOCC (boron trifluoride etherate). The product is CN1CCC(CC1)=C1C2=C(C=CC3=C1C=C(C=C3)C(=O)OCC)C=CC=C2 ((±)-ethyl 5-(1-methyl-4-piperidylidene)-5H-dibenzo[a,d]cycloheptene-3-carboxylate). RXN SMILES: [CH3:1][N:2]1[CH2:7][CH2:6][C:5](=[C:8]2[C:14]3[CH:15]=[C:16]([C:19]([OH:21])=[O:20])[CH:17]=[CH:18][C:13]=3[CH:12]=[CH:11][C:10]3[CH:22]=[CH:23][CH:24]=[CH:25][C:9]2=3)[CH2:4][CH2:3]1.B(F)(F)F.[CH3:30][CH2:31]OCC>C(O)C>[CH3:1][N:2]1[CH2:7][CH2:6][C:5](=[C:8]2[C:14]3[CH:15]=[C:16]([C:19]([O:21][CH2:30][CH3:31])=[O:20])[CH:17]=[CH:18][C:13]=3[CH:12]=[CH:11][C:10]3[CH:22]=[CH:23][CH:24]=[CH:25][C:9]2=3)[CH2:4][CH2:3]1 |f:1.2|.